From a dataset of the Open Reaction Database (ORD), a public repository of structured organic reaction records. describe an organic reaction: reactants, conditions, products, and yield Reactants: CN(C)C=O, [H-], CI, [Na+], O=C(N1Cc2ccccc2Nc2ccccc21)C(F)(F)F. Product: CN1c2ccccc2CN(C(=O)C(F)(F)F)c2ccccc21. Reaction SMILES: [CH3:26][N:27]([CH3:28])[CH:29]=[O:30].[H-:22].[I:24][CH3:25].[Na+:23].[cH:1]1[cH:2][cH:3][cH:4][c:5]2[c:11]1[CH2:10][N:9]([C:12]([C:13]([F:14])([F:15])[F:16])=[O:17])[c:8]1[c:7]([cH:21][cH:20][cH:19][cH:18]1)[NH:6]2>>[cH:1]1[cH:2][cH:3][cH:4][c:5]2[c:11]1[CH2:10][N:9]([C:12]([C:13]([F:14])([F:15])[F:16])=[O:17])[c:8]1[c:7]([cH:21][cH:20][cH:19][cH:18]1)[N:6]2[CH3:25].